Task: describe an organic reaction: reactants, conditions, products, and yield. Dataset: the Open Reaction Database (ORD), a public repository of structured organic reaction records Starting materials: FC1=CC=C(C=C1)C=1N=NN2C1C=C1C(=C2)C2(C(CCC1)CC(CC2)=O)CC2=NC=CC=C2 (rac (4aR,13bS)-9-(4-fluorophenyl)-13b-(pyridin-2-ylmethyl)-4,4a,5,6,7,13b-hexahydro-1H-benzo[3,4]cyclohepta[1,2-d][1,2,3]triazolo[1,5-a]pyridin-3(2H)-one), CCCC[N+](CCCC)(CCCC)CCCC.[F-] (TBAF), [F-].[Cs+] (CsF), C[Si](C(F)(F)F)(C)C (trimethyl(trifluoromethyl)silane). Run in COCCOC (DME). Reaction conditions: temperature -10 celsius, time 8 hour. Product: FC1=CC=C(C=C1)C=1N=NN2C1C=C1C(=C2)C2(C(CCC1)CC(CC2)(O)C(F)(F)F)CC2=NC=CC=C2 (rac-(3R,4aR,13bS)-9-(4-fluorophenyl)-13b-(pyridin-2-ylmethyl)-3-(trifluoromethyl)-2,3,4,4a,5,6,7,13b-octahydro-1H-benzo[3,4]cyclohepta[1,2-d][1,2,3]triazolo[1,5-a]pyridin-3-ol). As a reaction SMILES: [F:1][C:2]1[CH:7]=[CH:6][C:5]([C:8]2[N:9]=[N:10][N:11]3[CH:16]=[C:15]4[C:17]5([CH2:27][C:28]6[CH:33]=[CH:32][CH:31]=[CH:30][N:29]=6)[CH2:25][CH2:24][C:23](=[O:26])[CH2:22][CH:18]5[CH2:19][CH2:20][CH2:21][C:14]4=[CH:13][C:12]=23)=[CH:4][CH:3]=1.[F-].[Cs+].C[Si](C)(C)[C:38]([F:41])([F:40])[F:39].CCCC[N+](CCCC)(CCCC)CCCC.[F-]>COCCOC>[F:1][C:2]1[CH:3]=[CH:4][C:5]([C:8]2[N:9]=[N:10][N:11]3[CH:16]=[C:15]4[C:17]5([CH2:27][C:28]6[CH:33]=[CH:32][CH:31]=[CH:30][N:29]=6)[CH2:25][CH2:24][C:23]([C:38]([F:41])([F:40])[F:39])([OH:26])[CH2:22][CH:18]5[CH2:19][CH2:20][CH2:21][C:14]4=[CH:13][C:12]=23)=[CH:6][CH:7]=1 |f:1.2,4.5|. Reported procedure: rac-(4aR,13bS)-9-(4-Fluorophenyl)-13 b-(pyridin-2-ylmethyl)-4,4a,5,6,7,13 b-hexahydro-1H-benzo[3,4]cyclohepta[1,2-d][1,2,3]triazolo[1,5-a]pyridin-3 (2H)-one (157, R1=4-Fluorophenyl, R2=Pyridin-2-ylmethyl) (0.139 g, 0.316 mmol) was suspended in DME (3 mL) and CsF (0.029 g, 0.19 mmol) was added. The mixture was cooled to about −10° C. then trimethyl(trifluoromethyl)silane (0.093 mL, 0.63 mmol) was added. After stirring overnight, TBAF (1 M in THF) (0.316 mL, 0.316 mmol) was added and the mixture w... As a reaction SMILES: [C:10]([CH3:11])([CH3:12])([CH3:13])[c:14]1[cH:15][c:16]([Br:20])[cH:17][cH:18][cH:19]1.[C:21](=[O:22])([O-:23])[O-:24].[Cl:1][c:2]1[n:3][cH:4][c:5]([CH3:9])[c:6]([NH2:8])[n:7]1.[Cs+:25].[Cs+:26].[O:27]1[CH2:28][CH2:29][O:30][CH2:31][CH2:32]1.[O:35]=[C:36]([CH:37]=[CH:38][c:39]1[cH:40][cH:41][cH:42][cH:43][cH:44]1)[CH:45]=[CH:46][c:47]1[cH:48][cH:49][cH:50][cH:51][cH:52]1.[O:53]=[C:54]([CH:55]=[CH:56][c:57]1[cH:58][cH:59][cH:60][cH:61][cH:62]1)[CH:63]=[CH:64][c:65]1[cH:66][cH:67][cH:68][cH:69][cH:70]1.[O:71]=[C:72]([CH:73]=[CH:74][c:75]1[cH:76][cH:77][cH:78][cH:79][cH:80]1)[CH:81]=[CH:82][c:83]1[cH:84][cH:85][cH:86][cH:87][cH:88]1.[Pd:33].[Pd:34]>>[Cl:1][c:2]1[n:3][cH:4][c:5]([CH3:9])[c:6]([NH:8][c:16]2[cH:15][c:14]([C:10]([CH3:11])([CH3:12])[CH3:13])[cH:19][cH:18][cH:17]2)[n:7]1. Reactants: CC(C)(C)c1cccc(Br)c1, O=C([O-])[O-], Cc1cnc(Cl)nc1N, [Cs+], [Cs+], C1COCCO1, O=C(C=Cc1ccccc1)C=Cc1ccccc1, O=C(C=Cc1ccccc1)C=Cc1ccccc1, O=C(C=Cc1ccccc1)C=Cc1ccccc1, [Pd], [Pd]. The product is Cc1cnc(Cl)nc1Nc1cccc(C(C)(C)C)c1.